This data is from the Open Reaction Database (ORD), a public repository of structured organic reaction records. The task is: describe an organic reaction: reactants, conditions, products, and yield Reactants: C(C)OC(=O)CCCCCCCCCCN1C(=NC(=C1C1=CC=CC=C1)C1=CC=CC=C1)C1=CC=CC=C1 (1-(10-Ethoxycarbonyldecyl)-2,4,5-triphenylimidazole), [OH-].[Na+] (sodium hydroxide). Product: C(=O)(O)CCCCCCCCCCN1C(=NC(=C1C1=CC=CC=C1)C1=CC=CC=C1)C1=CC=CC=C1 (1-(10-carboxydecyl)-2,4,5-triphenylimidazole). As a reaction SMILES: C([O:3][C:4]([CH2:6][CH2:7][CH2:8][CH2:9][CH2:10][CH2:11][CH2:12][CH2:13][CH2:14][CH2:15][N:16]1[C:20]([C:21]2[CH:26]=[CH:25][CH:24]=[CH:23][CH:22]=2)=[C:19]([C:27]2[CH:32]=[CH:31][CH:30]=[CH:29][CH:28]=2)[N:18]=[C:17]1[C:33]1[CH:38]=[CH:37][CH:36]=[CH:35][CH:34]=1)=[O:5])C.[OH-].[Na+]>>[C:4]([CH2:6][CH2:7][CH2:8][CH2:9][CH2:10][CH2:11][CH2:12][CH2:13][CH2:14][CH2:15][N:16]1[C:20]([C:21]2[CH:22]=[CH:23][CH:24]=[CH:25][CH:26]=2)=[C:19]([C:27]2[CH:32]=[CH:31][CH:30]=[CH:29][CH:28]=2)[N:18]=[C:17]1[C:33]1[CH:34]=[CH:35][CH:36]=[CH:37][CH:38]=1)([OH:5])=[O:3] |f:1.2|. Procedure details: 1-(10-Ethoxycarbonyldecyl)-2,4,5-triphenylimidazole (1.3 g) was reacted with 2N sodium hydroxide in a method similar to Example 10 to give, after column chromatography on silica gel eluted with a dichloro-methane:methanol gradient and recrystallisation from ethyl acetate/hexane, 1-(10-carboxydecyl)-2,4,5-triphenylimidazole (0.25 g, 19.2%) as a cream solid, m.p. 76°-78°; Found: C, 79.68%; H, 7.56%; N, 5.78%; C32H36N2O2 requires: C, 79.96%; H, 7.55; N, 5.83%. Reactants: CCCCCCCCCCCCCCCC(=O)OC(CCCCCCCCCCCCCCC)CC(=O)NCCC(=O)O, C(=NC1CCCCC1)=NC1CCCCC1, ClCCl, NC(CCC(=O)OCc1ccccc1)C(=O)OCc1ccccc1, C1COCCO1. The product is CCCCCCCCCCCCCCCC(=O)OC(CCCCCCCCCCCCCCC)CC(=O)NCCC(=O)NC(CCC(=O)OCc1ccccc1)C(=O)OCc1ccccc1. Reaction SMILES: [C:1]([CH2:2][CH2:3][CH2:4][CH2:5][CH2:6][CH2:7][CH2:8][CH2:9][CH2:10][CH2:11][CH2:12][CH2:13][CH2:14][CH2:15][CH3:16])(=[O:17])[O:18][CH:19]([CH2:20][C:21](=[O:22])[NH:23][CH2:24][CH2:25][C:26](=[O:27])[OH:28])[CH2:29][CH2:30][CH2:31][CH2:32][CH2:33][CH2:34][CH2:35][CH2:36][CH2:37][CH2:38][CH2:39][CH2:40][CH2:41][CH2:42][CH3:43].[CH:44]1([N:45]=[C:46]=[N:47][CH:48]2[CH2:49][CH2:50][CH2:51][CH2:52][CH2:53]2)[CH2:54][CH2:55][CH2:56][CH2:57][CH2:58]1.[Cl:59][CH2:60][Cl:61].[NH2:62][CH:63]([CH2:64][CH2:65][C:66](=[O:67])[O:68][CH2:69][c:70]1[cH:71][cH:72][cH:73][cH:74][cH:75]1)[C:76](=[O:77])[O:78][CH2:79][c:80]1[cH:81][cH:82][cH:83][cH:84][cH:85]1.[O:86]1[CH2:87][CH2:88][O:89][CH2:90][CH2:91]1>>[C:1]([CH2:2][CH2:3][CH2:4][CH2:5][CH2:6][CH2:7][CH2:8][CH2:9][CH2:10][CH2:11][CH2:12][CH2:13][CH2:14][CH2:15][CH3:16])(=[O:17])[O:18][CH:19]([CH2:20][C:21](=[O:22])[NH:23][CH2:24][CH2:25][C:26](=[O:28])[NH:62][CH:63]([CH2:64][CH2:65][C:66](=[O:67])[O:68][CH2:69][c:70]1[cH:71][cH:72][cH:73][cH:74][cH:75]1)[C:76](=[O:77])[O:78][CH2:79][c:80]1[cH:81][cH:82][cH:83][cH:84][cH:85]1)[CH2:29][CH2:30][CH2:31][CH2:32][CH2:33][CH2:34][CH2:35][CH2:36][CH2:37][CH2:38][CH2:39][CH2:40][CH2:41][CH2:42][CH3:43]. Reactants: O=[N+]([O-])c1ccc2[nH]nc(Br)c2c1, CN(C)C=O, [Na+], O, O, O=S([O-])O, Cl[Sn]Cl. Product: Nc1ccc2[nH]nc(Br)c2c1. As a reaction SMILES: [Br:6][c:7]1[n:8][nH:9][c:10]2[cH:11][cH:12][c:13]([N+:16]([O-:17])=[O:18])[cH:14][c:15]12.[CH3:24][N:25]([CH3:26])[CH:27]=[O:28].[Na+:19].[OH2:1].[OH2:2].[OH:20][S:21](=[O:22])[O-:23].[Sn:3]([Cl:4])[Cl:5]>>[Br:6][c:7]1[n:8][nH:9][c:10]2[cH:11][cH:12][c:13]([NH2:16])[cH:14][c:15]12. Starting materials: Cl (hydrochloric acid), ClCCN1C(N2N(CC=CC2C(=O)O)C1=O)=O (2-(2-chloroethyl)-2,3,5,8-tetrahydro-1,3-dioxo-1H-1,2,4-triazolo[1,2-a]pyridazine-5-carboxylic acid), 1-M, C(C1=CC=CC=C1)S (benzyl mercaptan). Solvent: [OH-].[Na+] (sodium hydroxide). Run at temperature 100 celsius, time 3 hour. Product: C(C1=CC=CC=C1)SCCN1C(N2N(CC=CC2C(=O)O)C1=O)=O (2-(2-benzylthioethyl)-2,3,5,8-tetrahydro-1,3-dioxo-1H-1,2,4-triazolo[1,2-a]pyridazine-5-carboxylic acid). RXN SMILES: Cl[CH2:2][CH2:3][N:4]1[C:15](=[O:16])[N:7]2[CH2:8][CH:9]=[CH:10][CH:11]([C:12]([OH:14])=[O:13])[N:6]2[C:5]1=[O:17].[CH2:18]([SH:25])[C:19]1[CH:24]=[CH:23][CH:22]=[CH:21][CH:20]=1.Cl>[OH-].[Na+]>[CH2:18]([S:25][CH2:2][CH2:3][N:4]1[C:15](=[O:16])[N:7]2[CH2:8][CH:9]=[CH:10][CH:11]([C:12]([OH:14])=[O:13])[N:6]2[C:5]1=[O:17])[C:19]1[CH:24]=[CH:23][CH:22]=[CH:21][CH:20]=1 |f:3.4|. Procedure details: 1.2 g (0.005 mol) of 2-(2-chloroethyl)-2,3,5,8-tetrahydro-1,3-dioxo-1H-1,2,4-triazolo[1,2-a]pyridazine-5-carboxylic acid were dissolved in 10 ml (0.10 mol) of 1-M sodium hydroxide solution. The solution was treated with 1 ml (0.008 mol) of benzyl mercaptan and the mixture was stirred at 100° C. for 3 hours. The mixture was acidified with concentrated hydrochloric acid and extracted with two 20 ml portions of ethyl acetate. The organic layer was extracted with 50 ml of saturated sodium bicarbonat... Reactants: CCOC(=O)C(Cc1ccc(OCC(=O)N(Cc2ccc(C(F)(F)F)cc2)Cc2ccc(C(F)(F)F)cc2)cc1)OCC, CC#N, [Li+], [OH-], O. The product is CCOC(Cc1ccc(OCC(=O)N(Cc2ccc(C(F)(F)F)cc2)Cc2ccc(C(F)(F)F)cc2)cc1)C(=O)O. As a reaction SMILES: [CH2:1]([CH3:2])[O:3][C:4]([CH:5]([CH2:6][c:7]1[cH:8][cH:9][c:10]([O:13][CH2:14][C:15](=[O:16])[N:17]([CH2:18][c:19]2[cH:20][cH:21][c:22]([C:25]([F:26])([F:27])[F:28])[cH:23][cH:24]2)[CH2:29][c:30]2[cH:31][cH:32][c:33]([C:36]([F:37])([F:38])[F:39])[cH:34][cH:35]2)[cH:11][cH:12]1)[O:40][CH2:41][CH3:42])=[O:43].[CH3:44][C:45]#[N:46].[Li+:49].[OH-:48].[OH2:47]>>[O:3]=[C:4]([CH:5]([CH2:6][c:7]1[cH:8][cH:9][c:10]([O:13][CH2:14][C:15](=[O:16])[N:17]([CH2:18][c:19]2[cH:20][cH:21][c:22]([C:25]([F:26])([F:27])[F:28])[cH:23][cH:24]2)[CH2:29][c:30]2[cH:31][cH:32][c:33]([C:36]([F:37])([F:38])[F:39])[cH:34][cH:35]2)[cH:11][cH:12]1)[O:40][CH2:41][CH3:42])[OH:43]. The reactants are BrC1=CC=C(S1)C=O (5-Bromo-2-thiophenecarboxaldehyde), C#CCCCCCC (1-octyne). Solvent: C(C)N(CC)CC (triethylamine). Conditions: temperature 105 celsius. Product: C(#CCCCCCC)C1=CC=C(S1)C=O (5-(1-Octynyl)thiophene-2-carboxaldehyde). The yield is 78.1%. Reaction SMILES: Br[C:2]1[S:6][C:5]([CH:7]=[O:8])=[CH:4][CH:3]=1.[CH:9]#[C:10][CH2:11][CH2:12][CH2:13][CH2:14][CH2:15][CH3:16]>C(N(CC)CC)C>[C:9]([C:2]1[S:6][C:5]([CH:7]=[O:8])=[CH:4][CH:3]=1)#[C:10][CH2:11][CH2:12][CH2:13][CH2:14][CH2:15][CH3:16]. Procedure details: 5-Bromo-2-thiophenecarboxaldehyde (8.5 g, 0.05 mole) was combined with 1-octyne (11.0 g, 0.1 mole) and triethylamine (200 ml). The mixture was degassed under argon and cuprous iodide (950 mg, 10 mole %) and tetrakis (triphenylphosphine) palladium (1.75 g, 5 mole %) were added. The mixture was heated at 105° C. for twenty hours under argon and cooled. The triethylamine was evaporated and the residue purified by chromatography on silica eluting with hexane/chloroform (3:1) to yield the title compo... Starting materials: CCCCCc1ccc(Br)s1, COCCOC, COc1ccc(B(O)O)cc1, Cl, [Na+], [Na+], O=C([O-])[O-], c1ccc(P(c2ccccc2)(c2ccccc2)[Pd](P(c2ccccc2)(c2ccccc2)c2ccccc2)(P(c2ccccc2)(c2ccccc2)c2ccccc2)P(c2ccccc2)(c2ccccc2)c2ccccc2)cc1. Product: CCCCCc1ccc(-c2ccc(OC)cc2)s1. RXN SMILES: [Br:1][c:2]1[s:3][c:4]([CH2:7][CH2:8][CH2:9][CH2:10][CH3:11])[cH:5][cH:6]1.[CH2:107]([CH2:108][O:109][CH3:110])[O:111][CH3:112].[CH3:12][O:13][c:14]1[cH:15][cH:16][c:17]([B:20]([OH:21])[OH:22])[cH:18][cH:19]1.[ClH:29].[Na+:23].[Na+:24].[O-:25][C:26](=[O:27])[O-:28].[cH:30]1[cH:31][cH:32][c:33]([P:34]([Pd:35]([P:36]([c:37]2[cH:38][cH:39][cH:40][cH:41][cH:42]2)([c:43]2[cH:44][cH:45][cH:46][cH:47][cH:48]2)[c:49]2[cH:50][cH:51][cH:52][cH:53][cH:54]2)([P:55]([c:56]2[cH:57][cH:58][cH:59][cH:60][cH:61]2)([c:62]2[cH:63][cH:64][cH:65][cH:66][cH:67]2)[c:68]2[cH:69][cH:70][cH:71][cH:72][cH:73]2)[P:74]([c:75]2[cH:76][cH:77][cH:78][cH:79][cH:80]2)([c:81]2[cH:82][cH:83][cH:84][cH:85][cH:86]2)[c:87]2[cH:88][cH:89][cH:90][cH:91][cH:92]2)([c:93]2[cH:94][cH:95][cH:96][cH:97][cH:98]2)[c:99]2[cH:100][cH:101][cH:102][cH:103][cH:104]2)[cH:105][cH:106]1>>[c:2]1(-[c:17]2[cH:16][cH:15][c:14]([O:13][CH3:12])[cH:19][cH:18]2)[s:3][c:4]([CH2:7][CH2:8][CH2:9][CH2:10][CH3:11])[cH:5][cH:6]1.